From a dataset of the Open Reaction Database (ORD), a public repository of structured organic reaction records. describe an organic reaction: reactants, conditions, products, and yield Reactants: C1(=CC=CC=C1)O (phenol), [OH-].[Na+] (NaOH), ClC1=CC(=CC=C1)C(=O)OO (3-chloroperbenzoic acid), P(=O)(Cl)(Cl)Cl (Phosphorus oxychloride), CC1=C(C=CC=C1)OC (2-methylanisole). Solvent: O (water), CN(C=O)C (dimethylformamide). Reaction conditions: time 2 hour. Yields the product COC1=C(C=C(C=C1)O)C (4-Methoxy-3-methyl-phenol). Yield: 1.0%. As a reaction SMILES: C1([OH:7])C=CC=CC=1.P(Cl)(Cl)(Cl)=O.[CH3:13][C:14]1[CH:19]=[CH:18][CH:17]=[CH:16][C:15]=1[O:20][CH3:21].[OH-].[Na+].ClC1C=CC=C(C(OO)=O)C=1>CN(C)C=O.O>[CH3:21][O:20][C:15]1[CH:16]=[CH:17][C:18]([OH:7])=[CH:19][C:14]=1[CH3:13] |f:3.4|. Procedure details: The synthesis for the phenol was a two step synthesis via the Vilsmer-Haack condensation to obtain the aldehyde and then by the Baeyer-Villiger oxidation to give the phenol. Phosphorus oxychloride (5.1 mL, 0.057 mol) was added the dropwise to a solution of 2-methylanisole (5.33 mL, 0.043 mol) in dimethylformamide (6 g) under nitrogen. After addition, the mixture was heated and refluxed for 4 h, cooled then added to 100 mL of water. An excess of 10% NaOH was added and the solution was extracted w... Starting materials: ClC1=C(C=O)C(=CC=C1)Cl (2,6-Dichloro-benzaldehyde), NC=1C=C(C#N)C=CC1N (3,4-diamino-benzonitrile), FeCl3. Run in CS(=O)C (DMSO). Reaction conditions: time 18 hour. Yields the product ClC1=C(C(=CC=C1)Cl)C=1NC2=C(N1)C=CC(=C2)C#N (2-(2,6-Dichloro-phenyl)-3H-benzoimidazole-5-carbonitrile). As a reaction SMILES: [Cl:1][C:2]1[CH:9]=[CH:8][CH:7]=[C:6]([Cl:10])[C:3]=1[CH:4]=O.[NH2:11][C:12]1[CH:13]=[C:14]([CH:17]=[CH:18][C:19]=1[NH2:20])[C:15]#[N:16]>CS(C)=O>[Cl:1][C:2]1[CH:9]=[CH:8][CH:7]=[C:6]([Cl:10])[C:3]=1[C:4]1[NH:11][C:12]2[CH:13]=[C:14]([C:15]#[N:16])[CH:17]=[CH:18][C:19]=2[N:20]=1. Procedure details: In a 20 ml scint. vial was added 0.500 g (2.86 mmol) of 2,6-Dichloro-benzaldehyde, 0.3804 g (2.86 mmol) of 3,4-diamino-benzonitrile, and 6 mL DMSO. To the brown solution was added 0.1995 g (1.23 mmol) of FeCl3. Allowed stir at r.t. open to air for 18 h. Extracted with EtOAc and washed with water, and brine. Dried and purified on silica gel column chromatography (EtOAc/Hep, 1:9 to 7:3) to give of the title compound. 1H NMR (400 MHz, DMSO-d6) δ ppm 7.62-7.72 (m, 4H) 7.79 (br. s., 1H) 8.27 (br. s.,... The reactants are CSC(=NC#N)N(C)C, ClCCl, CCO, CO, CCO, CC(C)OC(C)C, NCCN1CCC(C(=O)c2ccc(F)cc2)CC1. Product: CN(C)C(=NCCN1CCC(C(=O)c2ccc(F)cc2)CC1)NC#N. Reaction SMILES: [C:19](#[N:20])[N:21]=[C:22]([N:23]([CH3:24])[CH3:25])[S:26][CH3:27].[CH2:30]([Cl:31])[Cl:32].[CH2:40]([OH:41])[CH3:42].[CH3:28][OH:29].[CH3:43][CH2:44][OH:45].[CH:33]([O:34][CH:35]([CH3:36])[CH3:37])([CH3:38])[CH3:39].[NH2:1][CH2:2][CH2:3][N:4]1[CH2:5][CH2:6][CH:7]([C:10]([c:11]2[cH:12][cH:13][c:14]([F:17])[cH:15][cH:16]2)=[O:18])[CH2:8][CH2:9]1>>[N:1]([CH2:2][CH2:3][N:4]1[CH2:5][CH2:6][CH:7]([C:10]([c:11]2[cH:12][cH:13][c:14]([F:17])[cH:15][cH:16]2)=[O:18])[CH2:8][CH2:9]1)=[C:22]([NH:21][C:19]#[N:20])[N:23]([CH3:24])[CH3:25]. The reactants are ClC1=CC=NC2=CC(=C(C=C12)OC)OC (4-Chloro-6,7-dimethoxyquinoline), CC(=O)C1=C(C=C(C=C1OC)OC)O (2-hydroxy-4,6-dimethoxyacetophenone). Reagents/catalysts: CN(C1=CC=NC=C1)C (4-dimethylaminopyridine). Run in ClC1=C(C=CC=C1)Cl (o-dichlorobenzene). Reaction conditions: temperature 120 celsius, time 8 hour. The product is COC1=CC(=C(C(=C1)OC)C(C)=O)OC1=CC=NC2=CC(=C(C=C12)OC)OC (1-{4,6-Dimethoxy-2-[(6,7-dimethoxy-4-quinolyl)oxy]-phenyl}-1-ethanone). The yield is 26.0%. Reaction SMILES: Cl[C:2]1[C:11]2[C:6](=[CH:7][C:8]([O:14][CH3:15])=[C:9]([O:12][CH3:13])[CH:10]=2)[N:5]=[CH:4][CH:3]=1.[CH3:16][C:17]([C:19]1[C:24]([O:25][CH3:26])=[CH:23][C:22]([O:27][CH3:28])=[CH:21][C:20]=1[OH:29])=[O:18]>CN(C)C1C=CN=CC=1.ClC1C=CC=CC=1Cl>[CH3:28][O:27][C:22]1[CH:23]=[C:24]([O:25][CH3:26])[C:19]([C:17](=[O:18])[CH3:16])=[C:20]([O:29][C:2]2[C:11]3[C:6](=[CH:7][C:8]([O:14][CH3:15])=[C:9]([O:12][CH3:13])[CH:10]=3)[N:5]=[CH:4][CH:3]=2)[CH:21]=1. Procedure: 4-Chloro-6,7-dimethoxyquinoline (56 mg), 2-hydroxy-4,6-dimethoxyacetophenone (196 mg), and 4-dimethylaminopyridine (122 mg) were suspended in o-dichlorobenzene (1 ml), and the suspension was stirred at 120° C. overnight. The reaction solution was cooled to room temperature, and the solvent was removed by distillation under the reduced pressure. Water was then added to the residue, and the mixture was extracted with chloroform. The chloroform layer was washed with water and was dried over anhydro... The reactants are ClC(Cl)(Cl)Cl, COC1C(C)COC(CO)C1OCc1ccccc1, C[Si](C)(C)C=[N+]=[N-], CCCCCC, CO, CC#N, Cl, [O-][I+3]([O-])([O-])[O-], [Na+], O, O=[Ru]. The product is COC(=O)C1OCC(C)C(OC)C1OCc1ccccc1. Reaction SMILES: [C:45]([Cl:46])([Cl:47])([Cl:48])[Cl:49].[CH2:7]([c:8]1[cH:9][cH:10][cH:11][cH:12][cH:13]1)[O:14][CH:15]1[CH:16]([CH2:24][OH:25])[O:17][CH2:18][CH:19]([CH3:23])[CH:20]1[O:21][CH3:22].[CH3:27][Si:28]([CH:29]=[N+:30]=[N-:31])([CH3:32])[CH3:33].[CH3:34][CH2:35][CH2:36][CH2:37][CH2:38][CH3:39].[CH3:40][OH:41].[CH3:50][C:51]#[N:52].[ClH:26].[I+3:1]([O-:2])([O-:3])([O-:4])[O-:5].[Na+:6].[OH2:44].[Ru:42]=[O:43]>>[CH2:7]([c:8]1[cH:9][cH:10][cH:11][cH:12][cH:13]1)[O:14][CH:15]1[CH:16]([C:24](=[O:25])[O:41][CH3:40])[O:17][CH2:18][CH:19]([CH3:23])[CH:20]1[O:21][CH3:22].